From a dataset of the Open Reaction Database (ORD), a public repository of structured organic reaction records. describe an organic reaction: reactants, conditions, products, and yield Yields the product CC1(C)CC(=C(c2ccc(O)cc2)c2ccc(CC(=O)O)cc2)CC(C)(C)C1. Reaction SMILES: [CH2:36]1[O:37][CH2:38][CH2:39][CH2:40]1.[CH3:33][CH2:34][OH:35].[ClH:32].[Na+:31].[OH-:30].[OH:1][c:2]1[cH:3][cH:4][c:5]([C:8]([c:9]2[cH:10][cH:11][c:12]([CH2:15][C:16](=[O:17])[O:18][CH3:19])[cH:13][cH:14]2)=[C:20]2[CH2:21][C:22]([CH3:28])([CH3:29])[CH2:23][C:24]([CH3:26])([CH3:27])[CH2:25]2)[cH:6][cH:7]1>>[OH:1][c:2]1[cH:3][cH:4][c:5]([C:8]([c:9]2[cH:10][cH:11][c:12]([CH2:15][C:16](=[O:17])[OH:18])[cH:13][cH:14]2)=[C:20]2[CH2:21][C:22]([CH3:28])([CH3:29])[CH2:23][C:24]([CH3:26])([CH3:27])[CH2:25]2)[cH:6][cH:7]1. The reactants are C1CCOC1, CCO, Cl, [Na+], [OH-], COC(=O)Cc1ccc(C(=C2CC(C)(C)CC(C)(C)C2)c2ccc(O)cc2)cc1. The reactants are ClC1(C(NC2=CC=C(C=C12)Cl)=O)C1=C(C=CC=C1)OC (3,5-dichloro-3-(2-methoxyphenyl)-1,3-dihydro-2H-indol-2-one), N[C@H](C(=O)N(C)C)CC=1C=NC=CC1 ((2S)-2-amino-N,N-dimethyl-3-(3-pyridinyl) propanamide). The product is ClC=1C=C2C(C(NC2=CC1)=O)(C1=C(C=CC=C1)OC)N[C@H](C(=O)N(C)C)CC=1C=NC=CC1 ((2S)-2-{[5-chloro-3-(2-methoxyphenyl)-2-oxo-2,3-dihydro-1H-indol-3-yl]amino}-N,N-dimethyl-3-(3-pyridinyl) propanamide). RXN SMILES: Cl[C:2]1([C:13]2[CH:18]=[CH:17][CH:16]=[CH:15][C:14]=2[O:19][CH3:20])[C:10]2[C:5](=[CH:6][CH:7]=[C:8]([Cl:11])[CH:9]=2)[NH:4][C:3]1=[O:12].[NH2:21][C@@H:22]([CH2:28][C:29]1[CH:30]=[N:31][CH:32]=[CH:33][CH:34]=1)[C:23]([N:25]([CH3:27])[CH3:26])=[O:24]>>[Cl:11][C:8]1[CH:9]=[C:10]2[C:5](=[CH:6][CH:7]=1)[NH:4][C:3](=[O:12])[C:2]2([NH:21][C@@H:22]([CH2:28][C:29]1[CH:30]=[N:31][CH:32]=[CH:33][CH:34]=1)[C:23]([N:25]([CH3:27])[CH3:26])=[O:24])[C:13]1[CH:18]=[CH:17][CH:16]=[CH:15][C:14]=1[O:19][CH3:20]. Procedure: With 1.82 g of 3,5-dichloro-3-(2-methoxyphenyl)-1,3-dihydro-2H-indol-2-one and 0.61 g of the compound obtained in Step 85-2 as starting materials, 246 mg (Isomer A, yellow amorphous) and 536 mg (Isomer B, pale yellow amorphous) of the respective diastereoisomers of the title compound were obtained by a similar method to Step 4-2. The reactants are OBO, Brc1ccccc1, Cc1cc(-c2ccc(C(F)(F)F)cc2)nc(Cl)n1. The product is Cc1cc(-c2ccc(C(F)(F)F)cc2)nc(-c2cccc(Br)c2)n1. As a reaction SMILES: [BH:19]([OH:20])[OH:21].[Br:22][c:23]1[cH:24][cH:25][cH:26][cH:27][cH:28]1.[Cl:1][c:2]1[n:3][c:4](-[c:9]2[cH:10][cH:11][c:12]([C:15]([F:16])([F:17])[F:18])[cH:13][cH:14]2)[cH:5][c:6]([CH3:8])[n:7]1>>[c:2]1(-[c:27]2[cH:26][cH:25][cH:24][c:23]([Br:22])[cH:28]2)[n:3][c:4](-[c:9]2[cH:10][cH:11][c:12]([C:15]([F:16])([F:17])[F:18])[cH:13][cH:14]2)[cH:5][c:6]([CH3:8])[n:7]1. The reactants are Cl.Cl.Cl.FC1=C(C=C(C=C1)C=1N=C(N(C1)CCN(C)C)C1CCNCC1)C(F)(F)F (2-(4-(4-fluoro-3-(trifluoromethyl)phenyl)-2-(piperidin-4-yl)-1H-imidazol-1-yl)-N,N-dimethylethanamine trihydrochloride), TEA, CS(=O)C (DMSO), CS(=O)C (DMSO), ClC=1C2=C(N=CN1)N(C(C2)=O)CC2=C(C=C(C=C2)OC)OC (4-chloro-7-(2,4-dimethoxybenzyl)-5H-pyrrolo[2,3-d]pyrimidin-6(7H)-one). Run in O (water). Reaction conditions: temperature 62.5 celsius, time 6 hour. Yields the product CN(CCN1C(=NC(=C1)C1=CC(=C(C=C1)F)C(F)(F)F)C1CCN(CC1)C=1C2=C(N=CN1)N(C(C2)=O)CC2=C(C=C(C=C2)OC)OC)C (4-(4-(1-(2-(Dimethylamino)ethyl)-4-(4-fluoro-3-(trifluoromethyl)phenyl)-1H-imidazol-2-yl)piperidin-1-yl)-7-(2,4-dimethoxybenzyl)-5H-pyrrolo[2,3-d]pyrimidin-6(7H)-one). Isolated yield 79.8%. RXN SMILES: Cl.Cl.Cl.[F:4][C:5]1[CH:10]=[CH:9][C:8]([C:11]2[N:12]=[C:13]([CH:21]3[CH2:26][CH2:25][NH:24][CH2:23][CH2:22]3)[N:14]([CH2:16][CH2:17][N:18]([CH3:20])[CH3:19])[CH:15]=2)=[CH:7][C:6]=1[C:27]([F:30])([F:29])[F:28].CS(C)=O.Cl[C:36]1[C:37]2[CH2:44][C:43](=[O:45])[N:42]([CH2:46][C:47]3[CH:52]=[CH:51][C:50]([O:53][CH3:54])=[CH:49][C:48]=3[O:55][CH3:56])[C:38]=2[N:39]=[CH:40][N:41]=1>O>[CH3:19][N:18]([CH3:20])[CH2:17][CH2:16][N:14]1[CH:15]=[C:11]([C:8]2[CH:9]=[CH:10][C:5]([F:4])=[C:6]([C:27]([F:28])([F:29])[F:30])[CH:7]=2)[N:12]=[C:13]1[CH:21]1[CH2:26][CH2:25][N:24]([C:36]2[C:37]3[CH2:44][C:43](=[O:45])[N:42]([CH2:46][C:47]4[CH:52]=[CH:51][C:50]([O:53][CH3:54])=[CH:49][C:48]=4[O:55][CH3:56])[C:38]=3[N:39]=[CH:40][N:41]=2)[CH2:23][CH2:22]1 |f:0.1.2.3|. Procedure details: Combine 2-(4-(4-fluoro-3-(trifluoromethyl)phenyl)-2-(piperidin-4-yl)-1H-imidazol-1-yl)-N,N-dimethylethanamine trihydrochloride (98.76 g, 1 eq), DMSO (395 mL) and 4-chloro-7-(2,4-dimethoxybenzyl)-5H-pyrrolo[2,3-d]pyrimidin-6(7H)-one (1.1 eq). Heat the resulting suspension to 60-65° C. then add TEA (6 eq). Stir for 6 hours. Add DMSO (395 mL) and water (150 mL) as a stream and stir the resulting suspension for 1 hour at 45-38° C. Filter the slurry and wash the solids with a mixture of DMSO (1 vol) ... Starting materials: Cc1cc(-c2cccc(C(=O)CC(=O)Nc3cc(C(F)(F)F)c(N(C)C)cc3NC(=O)OC(C)(C)C)c2)ccn1, ClCCl, O=C(O)C(F)(F)F. Yields the product Cc1cc(-c2cccc(C3=Nc4cc(N(C)C)c(C(F)(F)F)cc4NC(=O)C3)c2)ccn1. RXN SMILES: [C:1]([O:2][C:3](=[O:4])[NH:7][c:8]1[c:9]([NH:21][C:22]([CH2:23][C:24](=[O:5])[c:26]2[cH:27][c:28](-[c:32]3[cH:33][c:34]([CH3:38])[n:35][cH:36][cH:37]3)[cH:29][cH:30][cH:31]2)=[O:39])[cH:10][c:11]([C:17]([F:18])([F:19])[F:20])[c:12]([N:14]([CH3:15])[CH3:16])[cH:13]1)([CH3:6])([CH3:25])[CH3:40].[Cl:48][CH2:49][Cl:50].[F:41][C:42]([F:43])([F:44])[C:45]([OH:46])=[O:47]>>[N:7]1=[C:24]([c:26]2[cH:27][c:28](-[c:32]3[cH:33][c:34]([CH3:38])[n:35][cH:36][cH:37]3)[cH:29][cH:30][cH:31]2)[CH2:23][C:22](=[O:39])[NH:21][c:9]2[c:8]1[cH:13][c:12]([N:14]([CH3:15])[CH3:16])[c:11]([C:17]([F:18])([F:19])[F:20])[cH:10]2. RXN SMILES: [CH3:47][N:48]([CH3:49])[CH:50]=[O:51].[CH3:52][N:53]1[CH2:54][CH2:55][CH2:56][C:57]1=[O:58].[Cl:41][C:42]([C:43]([Cl:44])=[O:45])=[O:46].[NH2:1][c:2]1[n:3][c:4]2[n:5]([n:6][c:7]([O:10][c:11]3[cH:12][c:13]([NH:17][C:18]([c:19]4[cH:20][c:21]([C:25]5([C:28]#[N:29])[CH2:26][CH2:27]5)[cH:22][cH:23][cH:24]4)=[O:30])[cH:14][cH:15][cH:16]3)[cH:8][cH:9]2)[cH:31]1.[O:59]1[CH2:60][CH2:61][CH2:62][CH2:63]1.[OH:32][C:33](=[O:34])[c:35]1[cH:36][cH:37][cH:38][cH:39][n:40]1>>[NH:1]([c:2]1[n:3][c:4]2[n:5]([n:6][c:7]([O:10][c:11]3[cH:12][c:13]([NH:17][C:18]([c:19]4[cH:20][c:21]([C:25]5([C:28]#[N:29])[CH2:26][CH2:27]5)[cH:22][cH:23][cH:24]4)=[O:30])[cH:14][cH:15][cH:16]3)[cH:8][cH:9]2)[cH:31]1)[C:33](=[O:32])[c:35]1[cH:36][cH:37][cH:38][cH:39][n:40]1. Reactants: CN(C)C=O, CN1CCCC1=O, O=C(Cl)C(=O)Cl, N#CC1(c2cccc(C(=O)Nc3cccc(Oc4ccc5nc(N)cn5n4)c3)c2)CC1, C1CCOC1, O=C(O)c1ccccn1. Yields the product N#CC1(c2cccc(C(=O)Nc3cccc(Oc4ccc5nc(NC(=O)c6ccccn6)cn5n4)c3)c2)CC1. The reactants are COCCl, CCOC(C)=O, [H-], [Na+], CCOP(=O)(OCC)C1=NC(=O)NC1=O, CN(C)C=O. Yields the product CCOP(=O)(OCC)C1=NC(=O)N(COC)C1=O. As a reaction SMILES: [CH3:18][O:19][CH2:20][Cl:21].[CH3:27][CH2:28][O:29][C:30](=[O:31])[CH3:32].[H-:16].[Na+:17].[O:1]=[C:2]1[NH:3][C:4](=[O:15])[C:5]([P:7]([O:8][CH2:9][CH3:10])([O:11][CH2:12][CH3:13])=[O:14])=[N:6]1.[O:22]=[CH:23][N:24]([CH3:25])[CH3:26]>>[O:1]=[C:2]1[N:3]([CH2:20][O:19][CH3:18])[C:4](=[O:15])[C:5]([P:7]([O:8][CH2:9][CH3:10])([O:11][CH2:12][CH3:13])=[O:14])=[N:6]1. Starting materials: CC=1C(=C(C(=C(O)C1)C)C)O (trimethylhydroquinone), C1(=CC=CC=C1)C (toluene), CC(C)CCCC(C)CCCC(C)CCCC(C)(C=C)O (isophytol), CC=1C(=C(C(=C(O)C1)C)C)O (TMH), CC(C)CCCC(C)CCCC(C)CCCC(C)(C=C)O (isophytol). The reagents and catalysts are FC(S(=O)(=O)[O-])(F)F.[Sc+3].FC(S(=O)(=O)[O-])(F)F.FC(S(=O)(=O)[O-])(F)F (scandium trifluoromethanesulfonate). Run in C(C)(=O)OCC (ethyl acetate), C(C)(=O)OCC (ethyl acetate). Product: CC1=C(C2=C(C(=C1O)C)CC[C@@](O2)(C)CCC[C@H](C)CCC[C@H](C)CCCC(C)C)C (α-Tocopherol). The yield is 99.2%. RXN SMILES: [CH3:1][C:2]1[C:3]([OH:11])=[C:4]([CH3:10])[C:5]([CH3:9])=[C:6]([CH:8]=1)O.[CH3:12][CH:13]([CH2:15][CH2:16][CH2:17][CH:18]([CH2:20][CH2:21][CH2:22][CH:23]([CH2:25][CH2:26][CH2:27][C:28]([OH:32])([CH:30]=[CH2:31])[CH3:29])[CH3:24])[CH3:19])[CH3:14].C1(C)C=CC=CC=1>C(OCC)(=O)C.FC(F)(F)S([O-])(=O)=O.[Sc+3].FC(F)(F)S([O-])(=O)=O.FC(F)(F)S([O-])(=O)=O>[CH3:10][C:4]1[C:3]([OH:11])=[C:2]([CH3:1])[C:8]2[CH2:31][CH2:30][C@:28]([CH2:27][CH2:26][CH2:25][C@@H:23]([CH2:22][CH2:21][CH2:20][C@@H:18]([CH2:17][CH2:16][CH2:15][CH:13]([CH3:12])[CH3:14])[CH3:19])[CH3:24])([CH3:29])[O:32][C:6]=2[C:5]=1[CH3:9] |f:4.5.6.7|. Procedure details: Suspended in 20 ml of ethyl acetate were 10.0 g (65.8 mmol) of trimethylhydroquinone (TMH) and 0.32 g (0.658 mmol) of scandium trifluoromethanesulfonate, followed by heating under reflux for 10 minutes under an argon gas stream. After a solution of 20.3 g (68.4 mmol) of isophytol in 20 ml of ethyl acetate was added dropwise over 30 minutes under heating and reflux, TMH and isophytol were reacted for 3 hours. The reaction mixture was cooled, to which 100 ml of toluene were added. The resulting mi... Starting materials: OC1=C(N(S(C2=C1C=CC=C2)(=O)=O)C)C(=O)NC2=CC=CC=C2 (4-hydroxy-2-methyl-N-phenyl-2H-1,2-benzothiazine-3-carboxamide-1,1-dioxide), NC1=NC(=CN=C1)Cl (2-amino-6-chloro-pyrazine), C1(=CC=C(C=C1)S(=O)(=O)O)C (p-toluenesulfonic acid). Solvent: C=1(C(=CC=CC1)C)C (xylene). The product is ClC1=CN=CC(=N1)NC(=O)C=1N(S(C2=C(C1O)C=CC=C2)(=O)=O)C (N-(6-chloro-pyrazin-2-yl)-4-hydroxy-2-methyl-2H-1,2-benzothiazine-3-carboxamide-1,1-dioxide). Yield: 22.7%. RXN SMILES: [OH:1][C:2]1[C:7]2[CH:8]=[CH:9][CH:10]=[CH:11][C:6]=2[S:5](=[O:13])(=[O:12])[N:4]([CH3:14])[C:3]=1[C:15]([NH:17][C:18]1[CH:23]=CC=CC=1)=[O:16].NC1C=[N:29][CH:28]=[C:27]([Cl:31])[N:26]=1.C1(C)C=CC(S(O)(=O)=O)=CC=1>C1(C)C(C)=CC=CC=1>[Cl:31][C:27]1[N:26]=[C:18]([NH:17][C:15]([C:3]2[N:4]([CH3:14])[S:5](=[O:12])(=[O:13])[C:6]3[CH:11]=[CH:10][CH:9]=[CH:8][C:7]=3[C:2]=2[OH:1])=[O:16])[CH:23]=[N:29][CH:28]=1. Reported procedure: 1.0 g (3 mmols) of 4-hydroxy-2-methyl-N-phenyl-2H-1,2-benzothiazine-3-carboxamide-1,1-dioxide were refluxed with 1.3 g (10 mmols) of 2-amino-6-chloro-pyrazine and 0.1 g of p-toluenesulfonic acid in 250 ml of xylene for 72 hours. After cooling, the reaction mixture was washed with 2N hydrochloric acid and then with water, then dried and concentrated by evaporation in vacuo. The residue was purified column chromatography (Merck silicagel 60; particle size: 0.2-0.5 mm; eluant: chloroform/ethanol 90... Starting materials: O=Cc1ccc2c(c1)c(I)nn2Cc1ccc(C(F)(F)F)cc1C(F)(F)F, O=C1CSC(N2CCOC(CO)C2)=N1. Product: O=C1N=C(N2CCOC(CO)C2)SC1=Cc1ccc2c(c1)c(I)nn2Cc1ccc(C(F)(F)F)cc1C(F)(F)F. RXN SMILES: [F:1][C:2]([c:3]1[c:4]([CH2:5][n:6]2[n:7][c:8]([I:17])[c:9]3[cH:10][c:11]([CH:15]=[O:16])[cH:12][cH:13][c:14]23)[cH:18][cH:19][c:20]([C:22]([F:23])([F:24])[F:25])[cH:21]1)([F:26])[F:27].[OH:28][CH2:29][CH:30]1[O:31][CH2:32][CH2:33][N:34]([C:36]2=[N:40][C:39](=[O:41])[CH2:38][S:37]2)[CH2:35]1>>[F:1][C:2]([c:3]1[c:4]([CH2:5][n:6]2[n:7][c:8]([I:17])[c:9]3[cH:10][c:11]([CH:15]=[C:38]4[S:37][C:36]([N:34]5[CH2:33][CH2:32][O:31][CH:30]([CH2:29][OH:28])[CH2:35]5)=[N:40][C:39]4=[O:41])[cH:12][cH:13][c:14]23)[cH:18][cH:19][c:20]([C:22]([F:23])([F:24])[F:25])[cH:21]1)([F:26])[F:27].